From a dataset of the Open Reaction Database (ORD), a public repository of structured organic reaction records. describe an organic reaction: reactants, conditions, products, and yield Reactants: COC(=O)CBr, C=CCSC1NC(=O)C1C(C)O[Si](C)(C)C(C)(C)C, [K+], [K+], O=C([O-])[O-], CN(C)C=O. Yields the product C=CCSC1C(C(C)O[Si](C)(C)C(C)(C)C)C(=O)N1CC(=O)OC. As a reaction SMILES: [Br:26][CH2:27][C:28](=[O:29])[O:30][CH3:31].[CH2:1]([CH:2]=[CH2:3])[S:4][CH:5]1[CH:6]([CH:10]([CH3:11])[O:12][Si:13]([C:14]([CH3:15])([CH3:16])[CH3:17])([CH3:18])[CH3:19])[C:7](=[O:9])[NH:8]1.[K+:20].[K+:21].[O-:22][C:23]([O-:24])=[O:25].[O:32]=[CH:33][N:34]([CH3:35])[CH3:36]>>[CH2:1]([CH:2]=[CH2:3])[S:4][CH:5]1[CH:6]([CH:10]([CH3:11])[O:12][Si:13]([C:14]([CH3:15])([CH3:16])[CH3:17])([CH3:18])[CH3:19])[C:7](=[O:9])[N:8]1[CH2:27][C:28](=[O:29])[O:30][CH3:31]. The reactants are BrC=1C=C(C=O)C=CC1Cl (3-bromo-4-chlorobenzaldehyde), C(OC)(OC)OC (trimethyl orthoformate). Product: COC(C1=CC(=C(C=C1)Cl)Br)OC (3-bromo-4-chlorobenzaldehyde dimethyl acetal). Reaction SMILES: [Br:1][C:2]1[CH:3]=[C:4]([CH:7]=[CH:8][C:9]=1[Cl:10])C=O.[CH:11](OC)([O:14][CH3:15])[O:12][CH3:13]>>[CH3:13][O:12][CH:11]([O:14][CH3:15])[C:4]1[CH:7]=[CH:8][C:9]([Cl:10])=[C:2]([Br:1])[CH:3]=1. Procedure: A solution of 6.8 g of 3-bromo-4-chlorobenzaldehyde in 17 ml of trimethyl orthoformate was stirred with 6.9 g of Amberlyst 15 resin at room temperature overnight. The mixture was filtered and the filtrate was evaporated to give 4.5 g of 3-bromo-4-chlorobenzaldehyde dimethyl acetal as a colourless oil, mass spectrum (EI) m/e 266 [M+].